Dataset: the Open Reaction Database (ORD), a public repository of structured organic reaction records. Task: describe an organic reaction: reactants, conditions, products, and yield The reactants are COC1=CC(=CC2=C1C(CC1(CCCCC1)O2)=O)OC (5,7-dimethoxyspiro[2H-1-benzopyran-2,1'-cyclohexan]-4(3H)-one). Solvent: Br (hydrobromic acid). The product is OC1=CC(=CC2=C1C(CC1(CCCCC1)O2)=O)O (5,7-dihydroxyspiro[2H-1-benzopyran-2,1'-cyclohexan]-4(3H)-one). Isolated yield 41.9%. As a reaction SMILES: C[O:2][C:3]1[C:8]2[C:9](=[O:18])[CH2:10][C:11]3([O:17][C:7]=2[CH:6]=[C:5]([O:19]C)[CH:4]=1)[CH2:16][CH2:15][CH2:14][CH2:13][CH2:12]3>Br>[OH:2][C:3]1[C:8]2[C:9](=[O:18])[CH2:10][C:11]3([O:17][C:7]=2[CH:6]=[C:5]([OH:19])[CH:4]=1)[CH2:16][CH2:15][CH2:14][CH2:13][CH2:12]3. Procedure details: A mixture of 5,7-dimethoxyspiro[2H-1-benzopyran-2,1'-cyclohexan]-4(3H)-one [H.F.Birch, A.Robertson, and T.S.Subramanjam, J.Chem.Soc., 1832 (1936)] (1.3 g, 6.25 mmol) and 48% hydrobromic acid (50 ml) is heated to reflux for one hour. After cooling, the reaction mixture is concentrated under reduced pressure. The concentrate is extracted with diethyl ether and the extract is washed with water, dried, and concentrated. The residue is placed on a silica gel column and eluted with diethyl ether. The ... The reactants are BrC1=CC(=C(C=C1)C1=CC=CC=C1)S(=O)(=O)C (4-bromo-2-(methylsulfonyl)biphenyl), COC1=CC=C(C=C1)B(O)O (4-methoxyphenylboronic acid), BrC1=CC(=C(C=C1)I)S(=O)(=O)C (4-bromo-1-iodo-2-(methylsulfonyl)benzene), BrC1=CC(=C(C=C1)I)S(=O)(=O)C (4-bromo-1-iodo-2-(methylsulfonyl)benzene). The product is BrC1=CC(=C(C=C1)C1=CC=C(C=C1)OC)S(=O)(=O)C (4-bromo-4′-methoxy-2-(methylsulfonyl)biphenyl). Yield: 73.0%. As a reaction SMILES: [Br:1][C:2]1[CH:7]=[CH:6][C:5]([C:8]2[CH:13]=[CH:12][CH:11]=[CH:10][CH:9]=2)=[C:4]([S:14]([CH3:17])(=[O:16])=[O:15])[CH:3]=1.BrC1C=CC(I)=C(S(C)(=O)=O)C=1.[CH3:30][O:31]C1C=CC(B(O)O)=CC=1>>[Br:1][C:2]1[CH:7]=[CH:6][C:5]([C:8]2[CH:13]=[CH:12][C:11]([O:31][CH3:30])=[CH:10][CH:9]=2)=[C:4]([S:14]([CH3:17])(=[O:16])=[O:15])[CH:3]=1. Reported procedure: Following the general method as outlined in Intermediate 203, starting from 4-bromo-1-iodo-2-(methylsulfonyl)benzene (Intermediate 202) and 4-methoxyphenylboronic acid, the title compound was obtained as a brown solid in 73% yield after purification by flash column chromatography (silica), eluting with cyclohexane containing increasing amounts of EtOAc. Reactants: C1(CC1)COC1=C(C#N)C=C(C=C1)B1OC(C(O1)(C)C)(C)C (2-cyclopropylmethoxy-5-(4,4,5,5-tetramethyl-1,3,2-dioxaborolan-2-yl)benzonitrile), BrC1=CC(=NC=C1)Cl (4-Bromo-2-chloropyridine), C([O-])([O-])=O.[K+].[K+] (potassium carbonate), tetrakis(triphenyl phosphine)palladium(0). Solvent: C(C)#N (acetonitrile), O (water). Reaction conditions: temperature 90 celsius, time 6 hour. Yields the product ClC1=NC=CC(=C1)C=1C=CC(=C(C#N)C1)OCC1CC1 (5-(2-chloropyridin-4-yl)-2-cyclopropylmethoxybenzonitrile). The yield is 73.8%. RXN SMILES: [CH:1]1([CH2:4][O:5][C:6]2[CH:13]=[CH:12][C:11](B3OC(C)(C)C(C)(C)O3)=[CH:10][C:7]=2[C:8]#[N:9])[CH2:3][CH2:2]1.Br[C:24]1[CH:29]=[CH:28][N:27]=[C:26]([Cl:30])[CH:25]=1.C(=O)([O-])[O-].[K+].[K+]>C(#N)C.O>[Cl:30][C:26]1[CH:25]=[C:24]([C:11]2[CH:12]=[CH:13][C:6]([O:5][CH2:4][CH:1]3[CH2:2][CH2:3]3)=[C:7]([CH:10]=2)[C:8]#[N:9])[CH:29]=[CH:28][N:27]=1 |f:2.3.4|. Reported procedure: A solution of 2-cyclopropylmethoxy-5-(4,4,5,5-tetramethyl-1,3,2-dioxaborolan-2-yl)benzonitrile (3.0 g, 0.010 mol) in acetonitrile (60 ml) and water (20 ml) is degassed for 10 min. 4-Bromo-2-chloropyridine (1.92 g, 0.010 mol), potassium carbonate (2.76 g, 0.02 mol) and tetrakis(triphenyl phosphine)palladium(0) (0.11 g, 0.0001 mol) are added. The reaction mixture is stirred at 90° C. for 6 h. The mixture is cooled to room temperature, filtered and evaporated in a rotary evaporator. The residue is ... Starting materials: NC1=NN(CC1)C1=CC(=C(C=C1)Br)C(F)(F)F (3-Amino-1-(4-bromo-3-trifluoromethylphenyl)-2-pyrazoline), C(C=1C(O)=CC=CC1)=O (salicylaldehyde). The reagents and catalysts are C(C)(=O)O (acetic acid). The solvent is CO (methanol). Conditions: time 3 hour. The product is BrC1=C(C=C(C=C1)N1N=C(CC1)N=CC1=C(C=CC=C1)O)C(F)(F)F (1-(4-bromo-3-trifluoromethylphenyl)-3-(2-hydroxybenzylideneamino)-2-pyrazoline). Yield: 80.1%. RXN SMILES: [NH2:1][C:2]1[CH2:6][CH2:5][N:4]([C:7]2[CH:12]=[CH:11][C:10]([Br:13])=[C:9]([C:14]([F:17])([F:16])[F:15])[CH:8]=2)[N:3]=1.[CH:18](=O)[C:19]1[C:20](=[CH:22][CH:23]=[CH:24][CH:25]=1)[OH:21]>CO.C(O)(=O)C>[Br:13][C:10]1[CH:11]=[CH:12][C:7]([N:4]2[CH2:5][CH2:6][C:2]([N:1]=[CH:18][C:19]3[CH:25]=[CH:24][CH:23]=[CH:22][C:20]=3[OH:21])=[N:3]2)=[CH:8][C:9]=1[C:14]([F:17])([F:15])[F:16]. Procedure details: 3-Amino-1-(4-bromo-3-trifluoromethylphenyl)-2-pyrazoline (prepared in Example 39 of our European patent specification No. 22-578) (140 mg) and salicylaldehyde (100 mg) were dissolved together in methanol (2 ml) and 1 drop of glacial acetic acid. The mixture was heated to reflux for 1 hour. During this time a deep orange-red colour developed and the mixture crystallised. It was kept at 0° for 3 hours, then the solid was collected, washed with methanol and dried in vacuo to yield 150 mg 1-(4-bromo... Starting materials: ClCCl (dichloromethane), C[Si](OC(=C)C=C)(C)C (2-(Trimethylsiloxy)-1,3-butadiene), 3,4-Dihydro-2,2-diemthyl-2H-pyrrole, C(C)#N (acetonitrile), C1CCOC1 (THF). The reagents and catalysts are [Cl-].[Cl-].[Zn+2] (ZnCl2). Run in Cl (HCl). Run at temperature 60 celsius. Product: CC1(CCC2CC(CCN12)=O)C (Hexahydro-3,3-Dimethylindolizin-7(1H)-One). Isolated yield 11.0%. RXN SMILES: [C:1](#[N:3])[CH3:2].[CH2:4]1[CH2:8][O:7][CH2:6][CH2:5]1.C[Si](C)(C)O[C:12]([CH:14]=[CH2:15])=C.Cl[CH2:19]Cl>Cl.[Cl-].[Cl-].[Zn+2]>[CH3:19][C:14]1([CH3:12])[N:3]2[CH:5]([CH2:4][C:8](=[O:7])[CH2:2][CH2:1]2)[CH2:6][CH2:15]1 |f:5.6.7|. Reported procedure: 3,4-Dihydro-2,2-diemthyl-2H-pyrrole (900 mg, 9.3 mmol) was added to acetonitrile (90 ml) in a 250 ml round bottom flask, fitted with water condenser. ZnCl2 (0.5M) in THF (23 ml, 11.6 mmol) was added to the solution and warmed to 60° C. 2-(Trimethylsiloxy)-1,3-butadiene (2.6 g, mmol, 18.4 mmol) was added to the mixture and heated at 90° C. overnight. The solution was cooled to room temperature and diluted with dichloromethane (90 ml) and 1N HCl (90 ml). The two layers were separated, the aqueous ...